describe an organic reaction: reactants, conditions, products, and yield From a dataset of the Open Reaction Database (ORD), a public repository of structured organic reaction records. Reactants: O=C([O-])O, CCO, Cl, NO, [Na+], N#Cc1ccc2cc[nH]c2c1. The product is N=C(NO)c1ccc2cc[nH]c2c1. RXN SMILES: [C:4](=[O:5])([OH:6])[O-:7].[CH3:20][CH2:21][OH:22].[ClH:1].[NH2:2][OH:3].[Na+:8].[nH:9]1[cH:10][cH:11][c:12]2[cH:13][cH:14][c:15]([C:18]#[N:19])[cH:16][c:17]12>>[NH:2]([OH:3])[C:18]([c:15]1[cH:14][cH:13][c:12]2[cH:11][cH:10][nH:9][c:17]2[cH:16]1)=[NH:19]. The reactants are CC(=O)Oc2ccc1ccccc1c2 (substrate), c4(OC)ccc(B3OB(c1ccc(OC)cc1)OB(c2ccc(OC)cc2)O3)cc4 (effective_coupling_partner). The reagents and catalysts are PCy3. Run at temperature 110 celsius, time 12 hour. The product is c3(OC)ccc(c2ccc1ccccc1c2)cc3.